describe an organic reaction: reactants, conditions, products, and yield From a dataset of the Open Reaction Database (ORD), a public repository of structured organic reaction records. The reactants are FC(C1=NC2=C(N1C1=NC(=NC(=N1)N1CCOCC1)N(C1CCN(CC1)C(=O)OC(C)(C)C)CCCO)C=CC=C2OC)F (tert-butyl 4-[[4-[2-(difluoromethyl)-4-methoxy-1H-benzimidazol-1-yl]-6-(4-morpholinyl)-1,3,5-triazin-2-yl](3-hydroxypropyl)amino]-1-piperidinecarboxylate), CS(=O)(=O)Cl (methanesulfonyl chloride), N1(CCNCC1)C(=O)OC(C)(C)C (tert-butyl 1-piperazinecarboxylate). Reaction SMILES: [F:1][CH:2]([F:44])[C:3]1[N:7]([C:8]2[N:13]=[C:12]([N:14]3[CH2:19][CH2:18][O:17][CH2:16][CH2:15]3)[N:11]=[C:10]([N:20]([CH2:34][CH2:35][CH2:36]O)[CH:21]3[CH2:26][CH2:25][N:24]([C:27]([O:29][C:30]([CH3:33])([CH3:32])[CH3:31])=[O:28])[CH2:23][CH2:22]3)[N:9]=2)[C:6]2[CH:38]=[CH:39][CH:40]=[C:41]([O:42][CH3:43])[C:5]=2[N:4]=1.CS(Cl)(=O)=O.[N:50]1([C:56]([O:58][C:59]([CH3:62])([CH3:61])[CH3:60])=[O:57])[CH2:55][CH2:54][NH:53][CH2:52][CH2:51]1>>[C:30]([O:29][C:27]([N:24]1[CH2:23][CH2:22][CH:21]([N:20]([C:10]2[N:9]=[C:8]([N:7]3[C:6]4[CH:38]=[CH:39][CH:40]=[C:41]([O:42][CH3:43])[C:5]=4[N:4]=[C:3]3[CH:2]([F:44])[F:1])[N:13]=[C:12]([N:14]3[CH2:19][CH2:18][O:17][CH2:16][CH2:15]3)[N:11]=2)[CH2:34][CH2:35][CH2:36][N:53]2[CH2:52][CH2:51][N:50]([C:56]([O:58][C:59]([CH3:62])([CH3:61])[CH3:60])=[O:57])[CH2:55][CH2:54]2)[CH2:26][CH2:25]1)=[O:28])([CH3:32])([CH3:31])[CH3:33]. Procedure: Sequential reaction of tert-butyl 4-[[4-[2-(difluoromethyl)-4-methoxy-1H-benzimidazol-1-yl]-6-(4-morpholinyl)-1,3,5-triazin-2-yl](3-hydroxypropyl)amino]-1-piperidinecarboxylate with methanesulfonyl chloride and tert-butyl 1-piperazinecarboxylate gave tert-butyl 4-(3-{[1-(tert-butoxycarbonyl)-4-piperidinyl][4-[2-(difluoromethyl)-4-methoxy-1H-benzimidazol-1-yl]-6-(4-morpholinyl)-1,3,5-triazin-2-yl]amino}propyl)-1-piperazinecarboxylate, as an oil; 1H NMR (DMSO-d6) (rotamers) δ 7.94 and 7.90 (2d, J=... The product is C(C)(C)(C)OC(=O)N1CCC(CC1)N(CCCN1CCN(CC1)C(=O)OC(C)(C)C)C1=NC(=NC(=N1)N1C(=NC2=C1C=CC=C2OC)C(F)F)N2CCOCC2 (tert-butyl 4-(3-{[1-(tert-butoxycarbonyl)-4-piperidinyl][4-[2-(difluoromethyl)-4-methoxy-1H-benzimidazol-1-yl]-6-(4-morpholinyl)-1,3,5-triazin-2-yl]amino}propyl)-1-piperazinecarboxylate). Reactants: C(C=C)(=O)OC(C)(C)C (tert-butyl acrylate), C(C1=CC=CC=C1)N1C(C2(CC1=O)C(NC1=CC=C(C=C12)Cl)=O)=O (1′-benzyl-5-chloro-1H-spiro[indole-3,3′-pyrrolidine]-2,2′,5′-trione), intermediate 14, [H-].[Na+] (sodium hydride), resultant mixture, O (Water). Solvent: O1CCCC1 (tetrahydrofuran). Reaction conditions: time 30 minute. Yields the product C(C)(C)(C)OC(CCN1C(C2(C(N(C(C2)=O)CC2=CC=CC=C2)=O)C2=CC(=CC=C12)Cl)=O)=O (3-(1′-Benzyl-5-chloro-2,2′,5′-trioxo-spiro[indole-3,3′-pyrrolidin]-1-yl)-propionic acid tert-butyl ester). RXN SMILES: [H-].[Na+].[CH2:3]([N:10]1[C:14](=[O:15])[CH2:13][C:12]2([C:23]3[C:18](=[CH:19][CH:20]=[C:21]([Cl:24])[CH:22]=3)[NH:17][C:16]2=[O:25])[C:11]1=[O:26])[C:4]1[CH:9]=[CH:8][CH:7]=[CH:6][CH:5]=1.[C:27]([O:31][C:32]([CH3:35])([CH3:34])[CH3:33])(=[O:30])[CH:28]=[CH2:29].O>O1CCCC1>[C:32]([O:31][C:27](=[O:30])[CH2:28][CH2:29][N:17]1[C:18]2[C:23](=[CH:22][C:21]([Cl:24])=[CH:20][CH:19]=2)[C:12]2([CH2:13][C:14](=[O:15])[N:10]([CH2:3][C:4]3[CH:5]=[CH:6][CH:7]=[CH:8][CH:9]=3)[C:11]2=[O:26])[C:16]1=[O:25])([CH3:35])([CH3:34])[CH3:33] |f:0.1|. Procedure details: A stirred suspension of sodium hydride (60% dispersion in oil, 7 mg, 0.16 mmol) in anhydrous tetrahydrofuran (2 ml) was treated with 1′-benzyl-5-chloro-1H-spiro[indole-3,3′-pyrrolidine]-2,2′,5′-trione, intermediate 14 (50 mg, 0.15 mmol). After stirring at ambient temperature for 30 minutes, tert-butyl acrylate (0.03 ml, 0.19 mmol) was added and the resultant mixture stirred for 2 hours and left to stand at ambient temperature for 18 hours. Water (15 ml) was added and the mixture extracted with e... The reactants are [BH4-], CC(=O)c1ccc(CC=C(C)C)cc1, CO, [Na+], O. The product is CC(C)=CCc1ccc(C(C)O)cc1. RXN SMILES: [BH4-:15].[CH2:1]([CH:2]=[C:3]([CH3:4])[CH3:5])[c:6]1[cH:7][cH:8][c:9]([C:12]([CH3:13])=[O:14])[cH:10][cH:11]1.[CH3:18][OH:19].[Na+:16].[OH2:17]>>[CH2:1]([CH:2]=[C:3]([CH3:4])[CH3:5])[c:6]1[cH:7][cH:8][c:9]([CH:12]([CH3:13])[OH:14])[cH:10][cH:11]1. The reactants are C(C#CC)OC1=CC=C(C=C1)S(=O)(=O)C1(CCN(CC1)S(=O)(=O)C1=CC=C(C=C1)OC)C(=O)OC (methyl 4-(4-but-2-ynyloxybenzenesulfonyl)-1-[(4-methoxyphenyl)sulfonyl]-4-piperidinecarboxylate), [OH-].[Na+] (sodium hydroxide). Run in O1CCCC1.CO (tetrahydrofuran methanol). Product: C(C#CC)OC1=CC=C(C=C1)S(=O)(=O)C1(CCN(CC1)S(=O)(=O)C1=CC=C(C=C1)OC)C(=O)O (4-(4-But-2-ynyloxybenzenesulfonyl)-1-[(4-methoxyphenyl)sulfonyl]-4-piperidine carboxylic acid), acid. The yield is 85.0%. As a reaction SMILES: [CH2:1]([O:5][C:6]1[CH:11]=[CH:10][C:9]([S:12]([C:15]2([C:32]([O:34]C)=[O:33])[CH2:20][CH2:19][N:18]([S:21]([C:24]3[CH:29]=[CH:28][C:27]([O:30][CH3:31])=[CH:26][CH:25]=3)(=[O:23])=[O:22])[CH2:17][CH2:16]2)(=[O:14])=[O:13])=[CH:8][CH:7]=1)[C:2]#[C:3][CH3:4].[OH-].[Na+]>O1CCCC1.CO>[CH2:1]([O:5][C:6]1[CH:11]=[CH:10][C:9]([S:12]([C:15]2([C:32]([OH:34])=[O:33])[CH2:20][CH2:19][N:18]([S:21]([C:24]3[CH:25]=[CH:26][C:27]([O:30][CH3:31])=[CH:28][CH:29]=3)(=[O:22])=[O:23])[CH2:17][CH2:16]2)(=[O:13])=[O:14])=[CH:8][CH:7]=1)[C:2]#[C:3][CH3:4] |f:1.2,3.4|. Procedure: 4-(4-But-2-ynyloxybenzenesulfonyl)-1-[(4-methoxyphenyl)sulfonyl]-4-piperidine carboxylic acid was prepared following the procedure of Example 64 (step 5). Starting from methyl 4-(4-but-2-ynyloxybenzenesulfonyl)-1-[(4-methoxyphenyl)sulfonyl]-4-piperidinecarboxylate (545 mg, 1.04 mmol) in 8 ml of tetrahydrofuran:methanol (1:1), and 1N sodium hydroxide (2.09 ml, 2.09 mmol) to obtain 446 mg (85%) of the acid. HR-MS: m/z Calculated for C23H25NO8S2 508.1094; Found 508.1073. Starting materials: C(C1CO1)OC1=CC=C(C=C1)OCCC (4-propoxyphenyl glycidyl ether), NCCNC=1N(C(N(C(C1C)=O)C)=O)C (4-(2-aminoethylamino)-1,3,5-trimethylpyrimidine-2,6(1H,3H)-dione). The product is C(CC)OC1=CC=C(OCC(CNCCNC2=C(C(N(C(N2C)=O)C)=O)C)O)C=C1 (1-(4-Propoxyphenoxy)-3-[2-(1,3,5-trimethylpyrimidine-2,4-dion-6-ylamino)-ethylamino]-propan-2-ol). Isolated yield 32.0%. Reaction SMILES: [CH2:1]([O:5][C:6]1[CH:11]=[CH:10][C:9]([O:12][CH2:13][CH2:14][CH3:15])=[CH:8][CH:7]=1)[CH:2]1[O:4][CH2:3]1.[NH2:16][CH2:17][CH2:18][NH:19][C:20]1[N:21]([CH3:30])[C:22](=[O:29])[N:23]([CH3:28])[C:24](=[O:27])[C:25]=1[CH3:26]>>[CH2:13]([O:12][C:9]1[CH:10]=[CH:11][C:6]([O:5][CH2:1][CH:2]([OH:4])[CH2:3][NH:16][CH2:17][CH2:18][NH:19][C:20]2[N:21]([CH3:30])[C:22](=[O:29])[N:23]([CH3:28])[C:24](=[O:27])[C:25]=2[CH3:26])=[CH:7][CH:8]=1)[CH2:14][CH3:15]. Procedure details: This compound is obtained in a manner analogous to that described in Example 5 by reacting 4-propoxyphenyl glycidyl ether with 4-(2-aminoethylamino)-1,3,5-trimethylpyrimidine-2,6(1H,3H)-dione. It is obtained in a yield of 32% of theory in the form of colorless crystals which, after recrystallization from methanol, melt at 121°-123° C. Starting materials: ClC1=CC=NC2=CC(=C(C=C12)OC)OC (4-Chloro-6,7-dimethoxyquinoline), COC1=CC=C(C=C1)S (4-methoxybenzenethiol). Reaction conditions: temperature 150 celsius, time 5 minute. The product is COC=1C=C2C(=CC=NC2=CC1OC)SC1=CC=C(C=C1)OC (6,7-Dimethoxy-4-(4-methoxyphenylthio)quinoline). Yield: 109.3%. As a reaction SMILES: Cl[C:2]1[C:11]2[C:6](=[CH:7][C:8]([O:14][CH3:15])=[C:9]([O:12][CH3:13])[CH:10]=2)[N:5]=[CH:4][CH:3]=1.[CH3:16][O:17][C:18]1[CH:23]=[CH:22][C:21]([SH:24])=[CH:20][CH:19]=1>>[CH3:13][O:12][C:9]1[CH:10]=[C:11]2[C:6](=[CH:7][C:8]=1[O:14][CH3:15])[N:5]=[CH:4][CH:3]=[C:2]2[S:24][C:21]1[CH:22]=[CH:23][C:18]([O:17][CH3:16])=[CH:19][CH:20]=1. Reported procedure: 4-Chloro-6,7-dimethoxyquinoline (50 mg) and commercially available 4-methoxybenzenethiol (63 mg) were mixed and stirred at 150° C. for 5 minutes. Purification was carried out in the same manner as described in Example 18, and further crystallization with chloroform gave 80 mg of the title compound (yield: 100%).